This data is from the Open Reaction Database (ORD), a public repository of structured organic reaction records. The task is: describe an organic reaction: reactants, conditions, products, and yield Starting materials: COC1=CC=C2C=CC(=C(C2=C1)C(F)(F)F)N (7-methoxy-1-(trifluoromethyl)naphthalen-2-amine), B(Br)(Br)Br (BBr3). The solvent is ClCCl (dichloromethane). Reaction conditions: temperature -78 celsius. Yields the product NC1=CC=C2C=CC(=CC2=C1C(F)(F)F)O (7-amino-8-(trifluoromethyl)naphthalen-2-ol). The yield is 69.0%. Reaction SMILES: C[O:2][C:3]1[CH:12]=[C:11]2[C:6]([CH:7]=[CH:8][C:9]([NH2:17])=[C:10]2[C:13]([F:16])([F:15])[F:14])=[CH:5][CH:4]=1.B(Br)(Br)Br>ClCCl>[NH2:17][C:9]1[C:10]([C:13]([F:14])([F:15])[F:16])=[C:11]2[C:6]([CH:5]=[CH:4][C:3]([OH:2])=[CH:12]2)=[CH:7][CH:8]=1. Procedure details: To a solution of 7-methoxy-1-(trifluoromethyl)naphthalen-2-amine (2 g, 8.29 mmol) in dichloromethane (20 ml) was added dropwise BBr3 (4 ml, 42 mmol, 5 eq.) with stirring at −78° C. The resulting solution was stirred overnight at room temperature and then quenched by ice—water (50 ml) and extracted with dichloromethane (3×50 ml). The combined organic layers were dried over anhydrous magnesium sulfate, filtered, and concentrated under vacuum to afford 7-amino-8-(trifluoromethyl)naphthalen-2-ol as ... Starting materials: ClC1=C(C=CC(=C1)OC(F)F)C1=C(C(=NC=C1)NC(CC)COC)N (4-(2-Chloro-4-difluoromethoxy-phenyl)-N2-(1-methoxymethyl-propyl)-pyridine-2,3-diamine), C(C(=O)C)(=O)OC (methyl pyruvate). The product is ClC1=C(C=CC(=C1)OC(F)F)C1=CC=NC=2N(C(C(=NC21)C)=O)C(CC)COC (8-(2-chloro-4-difluoromethoxy-phenyl)-4-(1-methoxymethyl-propyl)-2-methyl-4H-pyrido[2,3-b]pyrazin-3-one). RXN SMILES: [Cl:1][C:2]1[CH:7]=[C:6]([O:8][CH:9]([F:11])[F:10])[CH:5]=[CH:4][C:3]=1[C:12]1[CH:17]=[CH:16][N:15]=[C:14]([NH:18][CH:19]([CH2:22][O:23][CH3:24])[CH2:20][CH3:21])[C:13]=1[NH2:25].[C:26](OC)(=[O:30])[C:27]([CH3:29])=O>>[Cl:1][C:2]1[CH:7]=[C:6]([O:8][CH:9]([F:10])[F:11])[CH:5]=[CH:4][C:3]=1[C:12]1[C:13]2[N:25]=[C:27]([CH3:29])[C:26](=[O:30])[N:18]([CH:19]([CH2:22][O:23][CH3:24])[CH2:20][CH3:21])[C:14]=2[N:15]=[CH:16][CH:17]=1. Procedure: 4-(2-Chloro-4-difluoromethoxy-phenyl)-N2-(1-methoxymethyl-propyl)-pyridine-2,3-diamine (0.268 g, 0.72 mmol) and methyl pyruvate (130 μL, 1.44 mmol) were treated substantially as described in Part F of Example 113 to give 8-(2-chloro-4-difluoromethoxy-phenyl)-4-(1-methoxymethyl-propyl)-2-methyl-4H-pyrido[2,3-b]pyrazin-3-one (Example 122a): 1H NMR (300 MHz, CDCl3) δ □8.54–8.51 (m, 1H), 7.33–7.32 (m,2H), 7.21–7.14 (m, 2H), 6.85–6.37 (t, 1H, J=72.9 Hz), 6.21–6.19, 5.64–5.58 (2m, 1H), 4.40–4.31 (m, 1...